This data is from the Open Reaction Database (ORD), a public repository of structured organic reaction records. The task is: describe an organic reaction: reactants, conditions, products, and yield The reactants are C(CCC)C1=NC2=C(N1CC1=CC=C(C=C1)OCCC1C(CCCC1)C(=O)OC)C=CC=C2 (2-n-butyl-1-[4-[(1-methoxycarbonyl-2-cyclohexyl)ethoxy]benzyl]-benzimidazole), [OH-].[Na+] (sodium hydroxide). The solvent is C(C)O (ethanol). The product is C(CCC)C1=NC2=C(N1CC1=CC=C(C=C1)OCCC1C(CCCC1)C(=O)O)C=CC=C2 (2-n-Butyl-1-[4-[(1-carboxy-2-cyclohexyl)ethoxy]benzyl]benzimidazole). RXN SMILES: [CH2:1]([C:5]1[N:9]([CH2:10][C:11]2[CH:16]=[CH:15][C:14]([O:17][CH2:18][CH2:19][CH:20]3[CH2:25][CH2:24][CH2:23][CH2:22][CH:21]3[C:26]([O:28]C)=[O:27])=[CH:13][CH:12]=2)[C:8]2[CH:30]=[CH:31][CH:32]=[CH:33][C:7]=2[N:6]=1)[CH2:2][CH2:3][CH3:4].[OH-].[Na+]>C(O)C>[CH2:1]([C:5]1[N:9]([CH2:10][C:11]2[CH:16]=[CH:15][C:14]([O:17][CH2:18][CH2:19][CH:20]3[CH2:25][CH2:24][CH2:23][CH2:22][CH:21]3[C:26]([OH:28])=[O:27])=[CH:13][CH:12]=2)[C:8]2[CH:30]=[CH:31][CH:32]=[CH:33][C:7]=2[N:6]=1)[CH2:2][CH2:3][CH3:4] |f:1.2|. Procedure: Prepared analogously to Example 1b from 2-n-butyl-1-[4-[(1-methoxycarbonyl-2-cyclohexyl)ethoxy]benzyl]-benzimidazole and 1N sodium hydroxide solution in ethanol. The reactants are [H-].[Na+] (NaH), COCCO (2-methoxyethanol), FC1=CC=C(C=C1)S(=O)(=O)NC1=CC=C(C=C1)C (4-fluoro-N-(4-methylphenyl)benzenesulfonamide). Run in O1CCOCC1 (dioxane), O1CCOCC1 (dioxane). Run at time 1 hour. Yields the product desired product, COCCOC1=CC=C(C=C1)S(=O)(=O)NC1=CC=C(C=C1)C (4-(2-methoxyethoxy)-N-(4-methylphenyl)benzenesulfonamide). RXN SMILES: [H-].[Na+].[CH3:3][O:4][CH2:5][CH2:6][OH:7].F[C:9]1[CH:14]=[CH:13][C:12]([S:15]([NH:18][C:19]2[CH:24]=[CH:23][C:22]([CH3:25])=[CH:21][CH:20]=2)(=[O:17])=[O:16])=[CH:11][CH:10]=1>O1CCOCC1>[CH3:3][O:4][CH2:5][CH2:6][O:7][C:9]1[CH:10]=[CH:11][C:12]([S:15]([NH:18][C:19]2[CH:20]=[CH:21][C:22]([CH3:25])=[CH:23][CH:24]=2)(=[O:16])=[O:17])=[CH:13][CH:14]=1 |f:0.1|. Procedure: To a suspention of NaH (2.2 mmol, 55-65% in oil) in dry dioxane (6 mL) was added 2-methoxyethanol (158 μl, 2 mmol). The mixture was stirred 1 h at room temperature. A solution of 4-fluoro-N-(4-methylphenyl)benzenesulfonamide (265.3 mg, 1 mmol) in dry dioxane (2 mL) was added. The resulting mixture was heated 24 h at 100° C. Solvents were evaporated. NH4Cl saturated solution in water (5 mL) was added and the desired product was extracted with three portions of ethyl acetate (3×5 mL). Combined org... The reactants are COC(=O)c1sc(-c2ccccc2)cc1N(C(=O)C1CCC(C)CC1O)C1CCOCC1, [Li+], C1COCCO1, [OH-], O. As a reaction SMILES: [CH3:1][O:2][C:3](=[O:4])[c:5]1[s:6][c:7](-[c:27]2[cH:28][cH:29][cH:30][cH:31][cH:32]2)[cH:8][c:9]1[N:10]([CH:11]1[CH2:12][CH2:13][O:14][CH2:15][CH2:16]1)[C:17](=[O:18])[CH:19]1[CH:20]([OH:26])[CH2:21][CH:22]([CH3:25])[CH2:23][CH2:24]1.[Li+:35].[O:36]1[CH2:37][CH2:38][O:39][CH2:40][CH2:41]1.[OH-:34].[OH2:33]>>[O:2]=[C:3]([OH:4])[c:5]1[s:6][c:7](-[c:27]2[cH:28][cH:29][cH:30][cH:31][cH:32]2)[cH:8][c:9]1[N:10]([CH:11]1[CH2:12][CH2:13][O:14][CH2:15][CH2:16]1)[C:17](=[O:18])[CH:19]1[CH:20]([OH:26])[CH2:21][CH:22]([CH3:25])[CH2:23][CH2:24]1. The product is CC1CCC(C(=O)N(c2cc(-c3ccccc3)sc2C(=O)O)C2CCOCC2)C(O)C1. Starting materials: BrCC(=O)C1=CC(=CC=C1)OCC1=CC=CC=C1 (2-bromo-1-(3-benzyloxy-phenyl)-ethanone), NC(=S)N (thiourea). The solvent is CO (methanol). Run at temperature 0 celsius, time 1 hour. The product is Br.C(C1=CC=CC=C1)OC=1C=C(C=CC1)C=1N=C(SC1)N (4-(3-Benzyloxy-phenyl)-thiazol-2-ylamine hydrobromide). As a reaction SMILES: [Br:1][CH2:2][C:3]([C:5]1[CH:10]=[CH:9][CH:8]=[C:7]([O:11][CH2:12][C:13]2[CH:18]=[CH:17][CH:16]=[CH:15][CH:14]=2)[CH:6]=1)=O.[NH2:19][C:20]([NH2:22])=[S:21]>CO>[BrH:1].[CH2:12]([O:11][C:7]1[CH:6]=[C:5]([C:3]2[N:19]=[C:20]([NH2:22])[S:21][CH:2]=2)[CH:10]=[CH:9][CH:8]=1)[C:13]1[CH:18]=[CH:17][CH:16]=[CH:15][CH:14]=1 |f:3.4|. Procedure details: A solution of 22.5 g of 2-bromo-1-(3-benzyloxy-phenyl)-ethanone in 150 ml of methanol was treated at room temperature with 7.8 g of thiourea and boiled for 1 hour. 16.1 g of 4-(3-benzyloxy-phenyl)-thiazol-2-ylamine hydrobromide separated as colorless crystals upon cooling to 0° C. Reaction SMILES: [CH3:23][I:24].[CH3:25][N:26]([CH3:27])[CH:28]=[O:29].[CH3:3][n:4]1[c:5]2[cH:6][cH:7][c:8]([Cl:22])[cH:9][c:10]2[c:11]2[c:12]1[nH:13][c:14](=[O:21])[c:15]1[cH:16][cH:17][cH:18][cH:19][c:20]21.[H-:1].[Na+:2]>>[CH3:3][n:4]1[c:5]2[cH:6][cH:7][c:8]([Cl:22])[cH:9][c:10]2[c:11]2[c:12]1[n:13][c:14]([O:21][CH3:23])[c:15]1[cH:16][cH:17][cH:18][cH:19][c:20]21. The product is COc1nc2c(c3ccccc13)c1cc(Cl)ccc1n2C. Reactants: CI, CN(C)C=O, Cn1c2ccc(Cl)cc2c2c3ccccc3c(=O)[nH]c21, [H-], [Na+].